Dataset: the Open Reaction Database (ORD), a public repository of structured organic reaction records. Task: describe an organic reaction: reactants, conditions, products, and yield Reactants: O=C([O-])O, CO, COc1ccc([N+](=O)[O-])cc1CSC, [Na+], [Na+], [Na+], O, O=S([O-])S(=O)[O-]. Yields the product COc1ccc(N)cc1CSC. RXN SMILES: [C:23](=[O:24])([O-:25])[OH:26].[CH3:29][OH:30].[CH3:9][O:10][c:11]1[c:12]([CH2:20][S:21][CH3:22])[cH:13][c:14]([N+:17]([O-:18])=[O:19])[cH:15][cH:16]1.[Na+:27].[Na+:7].[Na+:8].[OH2:28].[S:1]([S:2]([O-:3])=[O:4])([O-:5])=[O:6]>>[CH3:9][O:10][c:11]1[c:12]([CH2:20][S:21][CH3:22])[cH:13][c:14]([NH2:17])[cH:15][cH:16]1. Starting materials: Cl (hydrochloric acid), NC[C@H]1CN(C[C@@H]1F)C(=O)OCC1=CC=CC=C1 ((3S,4R)-3-aminomethyl-1-benzyloxycarbonyl-4-fluoropyrrolidine), NCC=1CN(CC1)C(=O)OCC1=CC=CC=C1 (3-aminomethyl-1-benzyloxycarbonyl-3-pyrroline), 4A, C(C1=CC=CC=C1)=O (benzaldehyde), aqueous solution, [OH-].[Na+] (sodium hydroxide). Run in CO (methanol). Run at time 1 hour. Yields the product C(C1=CC=CC=C1)NC[C@H]1CN(C[C@@H]1F)C(=O)OCC1=CC=CC=C1 ((3S,4R)-3-benzylaminomethyl-1-benzyloxycarbonyl-4-fluoropyrrolidine). RXN SMILES: [NH2:1][CH2:2][C@@H:3]1[C@@H:7]([F:8])[CH2:6][N:5]([C:9]([O:11][CH2:12][C:13]2[CH:18]=[CH:17][CH:16]=[CH:15][CH:14]=2)=[O:10])[CH2:4]1.NCC1CN(C(O[CH2:29][C:30]2[CH:35]=[CH:34][CH:33]=[CH:32][CH:31]=2)=O)CC=1.C(=O)C1C=CC=CC=1.Cl.[OH-].[Na+]>CO>[CH2:29]([NH:1][CH2:2][C@@H:3]1[C@@H:7]([F:8])[CH2:6][N:5]([C:9]([O:11][CH2:12][C:13]2[CH:18]=[CH:17][CH:16]=[CH:15][CH:14]=2)=[O:10])[CH2:4]1)[C:30]1[CH:35]=[CH:34][CH:33]=[CH:32][CH:31]=1 |f:4.5|. Procedure: The mixture (310 mg) of (3S,4R)-3-aminomethyl-1-benzyloxycarbonyl-4-fluoropyrrolidine and 3-aminomethyl-1-benzyloxycarbonyl-3-pyrroline was dissolved in methanol (4 mL). To this solution, molecular sieves 4A (130 mg) and then benzaldehyde (0.13 mL) were added and the mixture was stirred at room temperature for 1 hour. Subsequently, a borane/pyridine complex (0.19 mL) was added and the reaction mixture was further stirred at room temperature for 4 hours. 6 mol/L hydrochloric acid (2 mL) was then ... The reactants are FC1=CC=C(C=C1)C#CC(=O)OC (methyl 3-(4-fluorophenyl)propiolate), CC1=C(C(=CC(=C1)C)C)S(=O)(=O)[O-].N[N+]1=CC(=CC=C1)C (1-amino-3-methylpyridinium 2,4,6-trimethylbenzenesulfonate), N1(CCCCCC=NCCC1)C1CCCCCCCCCC1 (1,8-diazabicycloundec-7-ene). Run in C(C)#N (acetonitrile), C(C)#N (acetonitrile). Run at time 18 hour. Product: FC1=CC=C(C=C1)C1=NN2C(C=CC(=C2)C)=C1C(=O)OC (Methyl 2-(4-fluorophenyl)-6-methyl-pyrazolo[1,5-a]pyridine-3-carboxylate), FC1=CC=C(C=C1)C1=NN2C(C(=CC=C2)C)=C1C(=O)OC (methyl 2-(4-fluorophenyl)-4-methyl-pyrazolo[1,5-a]pyridine-3-carboxylate). As a reaction SMILES: [F:1][C:2]1[CH:7]=[CH:6][C:5]([C:8]#[C:9][C:10]([O:12][CH3:13])=[O:11])=[CH:4][CH:3]=1.CC1C=C(C)C=C(C)C=1S([O-])(=O)=O.[NH2:27][N+:28]1[CH:33]=[CH:32][CH:31]=[C:30]([CH3:34])[CH:29]=1.N1(C2CCCCCCCCCC2)CCCN=CCCCCC1>C(#N)C>[F:1][C:2]1[CH:3]=[CH:4][C:5]([C:8]2[C:9]([C:10]([O:12][CH3:13])=[O:11])=[C:33]3[CH:32]=[CH:31][C:30]([CH3:34])=[CH:29][N:28]3[N:27]=2)=[CH:6][CH:7]=1.[F:1][C:2]1[CH:3]=[CH:4][C:5]([C:8]2[C:9]([C:10]([O:12][CH3:13])=[O:11])=[C:29]3[C:30]([CH3:34])=[CH:31][CH:32]=[CH:33][N:28]3[N:27]=2)=[CH:6][CH:7]=1 |f:1.2|. Procedure: To a stirred solution of methyl 3-(4-fluorophenyl)propiolate (Example 1 b) and 1-amino-3-methylpyridinium 2,4,6-trimethylbenzenesulfonate in dry acetonitrile was added, dropwise over 10 min, a solution of 1,8-diazabicycloundec-7-ene in dry acetonitrile. The mixture was allowed to stir at room temperature for about 18 h. The solvent was evaporated under reduced pressure and the residue was partitioned between water and ethyl acetate and the organic phase separated. The aqueous was extracted with ... The reactants are C(C)(C)(C)O[C@H](C(=O)OCC)C1=C(C2=C(N=C(S2)C2=CC(=NC=C2)Cl)C=C1C)C1=CC=C(C=C1)Cl ((S)-ethyl 2-tert-butoxy-2-(7-(4-chlorophenyl)-2-(2-chloropyridin-4-yl)-5-methylbenzo[d]thiazol-6-yl)acetate), N1N=CC2=CC=CC=C12 (1H-indazole), C(=O)([O-])[O-].[K+].[K+] (K2CO3), C1COCCOCCOCCOCCOCCO1 (18-crown-6). Run in CN(C)C=O (DMF), CCOC(=O)C (EtOAc). Reaction conditions: temperature 160 celsius. The product is N1(N=CC2=CC=CC=C12)C1=NC=CC(=C1)C=1SC2=C(N1)C=C(C(=C2C2=CC=C(C=C2)Cl)[C@@H](C(=O)OCC)OC(C)(C)C)C ((S)-ethyl 2-(2-(2-(1H-indazol-1-yl)pyridin-4-yl)-7-(4-chlorophenyl)-5-methylbenzo[d]thiazol-6-yl)-2-tert-butoxyacetate). Reaction SMILES: [C:1]([O:5][C@@H:6]([C:12]1[C:27]([CH3:28])=[CH:26][C:15]2[N:16]=[C:17]([C:19]3[CH:24]=[CH:23][N:22]=[C:21](Cl)[CH:20]=3)[S:18][C:14]=2[C:13]=1[C:29]1[CH:34]=[CH:33][C:32]([Cl:35])=[CH:31][CH:30]=1)[C:7]([O:9][CH2:10][CH3:11])=[O:8])([CH3:4])([CH3:3])[CH3:2].[NH:36]1[C:44]2[C:39](=[CH:40][CH:41]=[CH:42][CH:43]=2)[CH:38]=[N:37]1.C([O-])([O-])=O.[K+].[K+].C1OCCOCCOCCOCCOCCOC1>CN(C=O)C.CCOC(C)=O>[N:36]1([C:21]2[CH:20]=[C:19]([C:17]3[S:18][C:14]4[C:13]([C:29]5[CH:34]=[CH:33][C:32]([Cl:35])=[CH:31][CH:30]=5)=[C:12]([C@H:6]([O:5][C:1]([CH3:2])([CH3:3])[CH3:4])[C:7]([O:9][CH2:10][CH3:11])=[O:8])[C:27]([CH3:28])=[CH:26][C:15]=4[N:16]=3)[CH:24]=[CH:23][N:22]=2)[C:44]2[C:39](=[CH:40][CH:41]=[CH:42][CH:43]=2)[CH:38]=[N:37]1 |f:2.3.4|. Procedure details: To a solution of (S)-ethyl 2-tert-butoxy-2-(7-(4-chlorophenyl)-2-(2-chloropyridin-4-yl)-5-methylbenzo[d]thiazol-6-yl)acetate (30 mg, 0.057 mmol) and 1H-indazole (6.0 mg, 0.052 mmol) in DMF (0.5 mL) was added K2CO3 (16.0 mg, 0.117 mmol) and 18-crown-6 (0.1 mg, 5.1×10−4 mmol). The reaction mixture was heated in a microwave at 160° C. for 1 h. After cooling, the reaction mixture was diluted with EtOAc, extracted with H2O, brine, dried over Na2SO4, filtered and concentrated and purified by flash col... Starting materials: BrCC(C(=O)OCC)=C (ethyl 2-(bromomethyl)acrylate), C(=O)(O)[O-].[Na+] (NaHCO3), O=C(COC=1C=CC=C2C=CC=NC12)C (8-(2-oxopropoxy)quinoline), ice. The reagents and catalysts are C1(O)=CC=C(O)C=C1 (hydroquinone), [Zn] (zinc). Solvent: O1CCCC1 (tetrahydrofuran). Yields the product CC1(OC(C(C1)=C)=O)COC=1C=CC=C2C=CC=NC12 (8-[(2,3,4,5-Tetrahydro-2-methyl-4-methylene-5-oxo-2-furanyl)methoxy]quinoline). Isolated yield 81.7%. As a reaction SMILES: [O:1]=[C:2]([CH3:15])[CH2:3][O:4][C:5]1[CH:6]=[CH:7][CH:8]=[C:9]2[C:14]=1[N:13]=[CH:12][CH:11]=[CH:10]2.Br[CH2:17][C:18](=[CH2:24])[C:19](OCC)=[O:20].C([O-])(O)=O.[Na+]>O1CCCC1.[Zn].C1(C=CC(O)=CC=1)O>[CH3:15][C:2]1([CH2:3][O:4][C:5]2[CH:6]=[CH:7][CH:8]=[C:9]3[C:14]=2[N:13]=[CH:12][CH:11]=[CH:10]3)[CH2:24][C:18](=[CH2:17])[C:19](=[O:20])[O:1]1 |f:2.3|. Procedure: To a solution of 7a (0.60 g, 3 mmol) in dry tetrahydrofuran (60 ml) were added activated zinc powder (0.26 g, 3.9 mmol), hydroquinone (6 mg), and ethyl 2-(bromomethyl)acrylate (0.78 g, 4 mmol). The mixture was refluxed under nitrogen atmosphere for 6 h (monitored by TLC). After cooling, it was poured into an ice-cold 5% HCl solution (300 ml), neutralized with 1.0N NaHCO3, and extracted with CH2Cl2 (60 ml×3). The dichloromethane extracts were combined and washed with water, dried over Na2SO4, and...